From a dataset of the Open Reaction Database (ORD), a public repository of structured organic reaction records. describe an organic reaction: reactants, conditions, products, and yield Starting materials: BrC1=NC(=CC=C1)Br (2,6-dibromopyridine), [Br-].C1(CCCC1)[Zn+] (cyclopentylzinc bromide). Reagents/catalysts: C=1C=CC(=CC1)[P](C=2C=CC=CC2)(C=3C=CC=CC3)[Pd]([P](C=4C=CC=CC4)(C=5C=CC=CC5)C=6C=CC=CC6)([P](C=7C=CC=CC7)(C=8C=CC=CC8)C=9C=CC=CC9)[P](C=1C=CC=CC1)(C=1C=CC=CC1)C=1C=CC=CC1 (tetrakis(triphenylphosphine)palladium(0)). Solvent: C(C)(=O)OCC (ethyl acetate). Yields the product BrC1=NC(=CC=C1)C1CCCC1 (2-bromo-6-cyclopentylpyridine). As a reaction SMILES: Br[C:2]1[CH:7]=[CH:6][CH:5]=[C:4]([Br:8])[N:3]=1.[Br-].[CH:10]1([Zn+])[CH2:14][CH2:13][CH2:12][CH2:11]1>C(OCC)(=O)C.C1C=CC([P]([Pd]([P](C2C=CC=CC=2)(C2C=CC=CC=2)C2C=CC=CC=2)([P](C2C=CC=CC=2)(C2C=CC=CC=2)C2C=CC=CC=2)[P](C2C=CC=CC=2)(C2C=CC=CC=2)C2C=CC=CC=2)(C2C=CC=CC=2)C2C=CC=CC=2)=CC=1>[Br:8][C:4]1[CH:5]=[CH:6][CH:7]=[C:2]([CH:10]2[CH2:14][CH2:13][CH2:12][CH2:11]2)[N:3]=1 |f:1.2,^1:25,27,46,65|. Reported procedure: To 2,6-dibromopyridine (5.9 g, 25 mmol) and tetrakis(triphenylphosphine)palladium(0) (1.4 g, 1.2 mmol) was added cyclopentylzinc bromide (50 ml, 0.5 M solution in tetrahydrofuran) and the mixture heated at reflux for 18 h. The reaction was diluted with ethyl acetate and washed with water. The organic phase was separated, dried over magnesium sulfate, filtered and evaporated in vacuo to give an oil. The crude product was chromatographed on silica, eluting on a gradient from 1 to 5% methanol in di... The reactants are COC(=O)C=1N(C=CC1)C1=CC(=C(C=C1)[N+](=O)[O-])NC(CC(=O)C1=CC(=CC=C1)C#N)=O (1-{3-[3-(3-cyano-phenyl)-3-oxo-propionylamino]-4-nitro-phenyl}-1H-pyrrole-2-carboxylic acid methyl ester). The reagents and catalysts are [Fe].CC(=O)O (Fe HOAc). Solvent: C1CCOC1.O (THF H2O). The product is COC(=O)C=1N(C=CC1)C1=CC2=C(N=C(CC(N2)=O)C2=CC(=CC=C2)C#N)C=C1 (1-[2-(3-Cyano-phenyl)-4-oxo-4,5-dihydro-3H-benzo[b][1,4]diazepin-7-yl]-1H-pyrrole-2-carboxylic Acid Methyl Ester), solid. Reaction SMILES: [CH3:1][O:2][C:3]([C:5]1[N:6]([C:10]2[CH:15]=[CH:14][C:13]([N+:16]([O-])=O)=[C:12]([NH:19][C:20](=[O:32])[CH2:21][C:22]([C:24]3[CH:29]=[CH:28][CH:27]=[C:26]([C:30]#[N:31])[CH:25]=3)=O)[CH:11]=2)[CH:7]=[CH:8][CH:9]=1)=[O:4]>C1COCC1.O.[Fe].CC(O)=O>[CH3:1][O:2][C:3]([C:5]1[N:6]([C:10]2[CH:15]=[CH:14][C:13]3[N:16]=[C:22]([C:24]4[CH:29]=[CH:28][CH:27]=[C:26]([C:30]#[N:31])[CH:25]=4)[CH2:21][C:20](=[O:32])[NH:19][C:12]=3[CH:11]=2)[CH:7]=[CH:8][CH:9]=1)=[O:4] |f:1.2,3.4|. Reported procedure: The title compound was prepared from 1-{3-[3-(3-cyano-phenyl)-3-oxo-propionylamino]-4-nitro-phenyl}-1H-pyrrole-2-carboxylic acid methyl ester (Example M15) by reductive cyclization with Fe/HOAc in THF/H2O at 80° C. according to the general procedure J (method d). Obtained as a brown solid (323 mg). The reactants are C(C)(C)(CC)C1=C(OC2=C(C(=O)O)C=C(C=C2)OC)C=CC(=C1)C(C)(C)CC (2-(2,4-di-tert-pentylphenoxy)-5-methoxybenzoic acid), CCCCCCC (heptane), C(C)(=O)OCC (ethyl acetate), O (water). The solvent is Br.CC(=O)O (HBr HOAc). Yields the product C(C)(C)(CC)C1=C(OC2=C(C(=O)O)C=C(C=C2)O)C=CC(=C1)C(C)(C)CC (2-(2,4-di-tert-pentylphenoxy)-5-hydroxybenzoic acid). Yield: 80.0%. Reaction SMILES: [C:1]([C:6]1[CH:23]=[C:22]([C:24]([CH2:27][CH3:28])([CH3:26])[CH3:25])[CH:21]=[CH:20][C:7]=1[O:8][C:9]1[CH:17]=[CH:16][C:15]([O:18]C)=[CH:14][C:10]=1[C:11]([OH:13])=[O:12])([CH2:4][CH3:5])([CH3:3])[CH3:2].O.CCCCCCC.C(OCC)(=O)C>Br.CC(O)=O>[C:1]([C:6]1[CH:23]=[C:22]([C:24]([CH2:27][CH3:28])([CH3:26])[CH3:25])[CH:21]=[CH:20][C:7]=1[O:8][C:9]1[CH:17]=[CH:16][C:15]([OH:18])=[CH:14][C:10]=1[C:11]([OH:13])=[O:12])([CH2:4][CH3:5])([CH3:3])[CH3:2] |f:4.5|. Procedure: A solution of 2-(2,4-di-tert-pentylphenoxy)-5-methoxybenzoic acid (10.0 g, 0.026 mol) in 31% HBr/HOAc (100 mL) was heated to reflux for 1 hour. The reaction mixture was cooled to room temperature and added to 500 mL water. The mixture was extracted with ethyl acetate (3×200 mL), and the combined organic extracts repeatedly washed with water to remove traces of acid. The organic extracts were dried over magnesium sulfate and concentrated to give a tan solid. Chromatography on silica gel with 1:1 ... Reactants: O=c1[nH]cnc2sc(CCCCOCc3ccccc3)cc12, Fc1ccc(C2(Cn3cncn3)CO2)c(F)c1. The product is O=c1c2cc(CCCCOCc3ccccc3)sc2ncn1CC(O)(Cn1cncn1)c1ccc(F)cc1F. RXN SMILES: [CH2:1]([c:2]1[cH:3][cH:4][cH:5][cH:6][cH:7]1)[O:8][CH2:9][CH2:10][CH2:11][CH2:12][c:13]1[cH:14][c:15]2[c:16]([n:17][cH:18][nH:19][c:20]2=[O:21])[s:22]1.[F:23][c:24]1[c:25]([C:31]2([CH2:34][n:35]3[n:36][cH:37][n:38][cH:39]3)[O:32][CH2:33]2)[cH:26][cH:27][c:28]([F:30])[cH:29]1>>[CH2:1]([c:2]1[cH:3][cH:4][cH:5][cH:6][cH:7]1)[O:8][CH2:9][CH2:10][CH2:11][CH2:12][c:13]1[cH:14][c:15]2[c:16]([n:17][cH:18][n:19]([CH2:33][C:31]([c:25]3[c:24]([F:23])[cH:29][c:28]([F:30])[cH:27][cH:26]3)([OH:32])[CH2:34][n:35]3[n:36][cH:37][n:38][cH:39]3)[c:20]2=[O:21])[s:22]1. The reactants are SC=1SCCN1 (4,5-dihydro-2-mercapto-thiazole), sodium methylene, NC1=NC(=CC(=N1)CCl)OC (2-amino-4-chloromethyl-6-methoxy-pyrimidine). Run in CO (methanol), O (water). Run at time 1 hour. The product is NC1=NC(=CC(=N1)OC)CSC=1SCCN1 (2-Amino-4-methoxy-6-(4,5-dihydrothiazol-2-yl-thiomethyl)-pyrimidine). Reaction SMILES: [SH:1][C:2]1[S:3][CH2:4][CH2:5][N:6]=1.[NH2:7][C:8]1[N:13]=[C:12]([CH2:14]Cl)[CH:11]=[C:10]([O:16][CH3:17])[N:9]=1>CO.O>[NH2:7][C:8]1[N:9]=[C:10]([O:16][CH3:17])[CH:11]=[C:12]([CH2:14][S:1][C:2]2[S:3][CH2:4][CH2:5][N:6]=2)[N:13]=1. Procedure details: 11.9 g of 4,5-dihydro-2-mercapto-thiazole are suspended in 100 ml of methanol, and to the suspension are added 18.0 g of 30% methanolic sodium methylene solution. To the formed clear solution are subsequently added 17.4 g of 2-amino-4-chloromethyl-6-methoxy-pyrimidine, and refluxing is carried out for 1 hour. After the solution has cooled, it is diluted with about 1 liter of water, and the product which precipitates is separated and dried. The yield is 22.5 g (88% of theory) of 2-amino-4-methoxy...